This data is from the Open Reaction Database (ORD), a public repository of structured organic reaction records. The task is: describe an organic reaction: reactants, conditions, products, and yield Starting materials: ClCCl, OCc1ccc(Sc2ccccc2)cc1, O=S(Cl)Cl. Yields the product ClCc1ccc(Sc2ccccc2)cc1. Reaction SMILES: [CH2:20]([Cl:21])[Cl:22].[OH:1][CH2:2][c:3]1[cH:4][cH:5][c:6]([S:9][c:10]2[cH:11][cH:12][cH:13][cH:14][cH:15]2)[cH:7][cH:8]1.[S:16]([Cl:17])([Cl:18])=[O:19]>>[CH2:2]([c:3]1[cH:4][cH:5][c:6]([S:9][c:10]2[cH:11][cH:12][cH:13][cH:14][cH:15]2)[cH:7][cH:8]1)[Cl:18].